describe an organic reaction: reactants, conditions, products, and yield From a dataset of the Open Reaction Database (ORD), a public repository of structured organic reaction records. Conditions: temperature 115 celsius, time 2 hour. Reported procedure: A 250 ml 3-neck flask was equipped with an overhead stirrer, reflux condenser, and a thermocouple. The flask was charged with 2-amino-4-methyl-5-cyanopyrimidine (8.00 g, 59.64 mmol) and an anhydrous NaOAc ((0.035 g, 0.43 mmol) in a mixture of HOAc (16.00 g, 266.43 mmol) and Ac2O (16.00 g, 156.72 mmol). The resultant suspension was stirred and heated to 115° C. to yield a brown suspension, which was stirred at 115° C. for 2 h during which time all starting material dissolved to yield a solution. ... The reactants are CC(=O)[O-].[Na+] (NaOAc), CC(=O)O (HOAc), CC(=O)OC(=O)C (Ac2O), NC1=NC=C(C(=N1)C)C#N (2-amino-4-methyl-5-cyanopyrimidine), resultant suspension, resultant mixture, resultant mixture. As a reaction SMILES: [NH2:1][C:2]1[N:7]=[C:6]([CH3:8])[C:5]([C:9]#[N:10])=[CH:4][N:3]=1.[CH3:11][C:12]([O-])=[O:13].[Na+].CC(O)=O.CC(OC(C)=O)=O>C1(C)C=CC=CC=1>[CH3:8][C:6]1[C:5]([C:9]#[N:10])=[CH:4][N:3]=[C:2]([NH:1][C:12](=[O:13])[CH3:11])[N:7]=1 |f:1.2|. Product: CC1=NC(=NC=C1C#N)NC(C)=O (N-(4-Methyl-5-cyano-2-pyrimidinyl)-acetamide). Run in C1(=CC=CC=C1)C (Toluene). The solvent is CN(C)C=O (DMF). The product is FC1=CC=C(C=C1)N1N=CC(=C1C(C)C)N1C(C(CC1)N1N=C(C=2C1=NC=CC2)C#N)=O (1-[1-[1-(4-fluorophenyl)-5-isopropyl-pyrazol-4-yl]-2-oxo-pyrrolidin-3-yl]pyrazolo[3,4-b]pyridine-3-carbonitrile). Reaction SMILES: Br[CH:2]1[CH2:6][CH2:5][N:4]([C:7]2[CH:8]=[N:9][N:10]([C:15]3[CH:20]=[CH:19][C:18]([F:21])=[CH:17][CH:16]=3)[C:11]=2[CH:12]([CH3:14])[CH3:13])[C:3]1=[O:22].[NH:23]1[C:27]2=[N:28][CH:29]=[CH:30][CH:31]=[C:26]2[C:25]([C:32]#[N:33])=[N:24]1.C([O-])([O-])=O.[K+].[K+]>CN(C=O)C>[F:21][C:18]1[CH:19]=[CH:20][C:15]([N:10]2[C:11]([CH:12]([CH3:14])[CH3:13])=[C:7]([N:4]3[CH2:5][CH2:6][CH:2]([N:23]4[C:27]5=[N:28][CH:29]=[CH:30][CH:31]=[C:26]5[C:25]([C:32]#[N:33])=[N:24]4)[C:3]3=[O:22])[CH:8]=[N:9]2)=[CH:16][CH:17]=1 |f:2.3.4|. Run at temperature 60 celsius, time 1 hour. Procedure details: A mixture of 3-bromo-1-[1-(4-fluorophenyl)-5-isopropylpyrazol-4-yl]pyrrolidin-2-one (0.080 g, 0.22 mmol), 1H-pyrazolo[3,4-b]pyridine-3-carbonitrile (0.045 g, 0.31 mmol) and K2CO3 (0.070 g, 0.50 mmol) in DMF (2.5 mL) was stirred at 60° C. for 1 hr. It was then cooled to room temperature, quenched with water (30 mL) and extracted with EtOAc (100 mL). The organic layer was separated, dried over anhydrous sodium sulfate, concentrated in vacuo and purified by flash chromatography (SiO2, 0˜100% EtOAc/... Isolated yield 90.0%. Reactants: BrC1C(N(CC1)C=1C=NN(C1C(C)C)C1=CC=C(C=C1)F)=O (3-bromo-1-[1-(4-fluorophenyl)-5-isopropylpyrazol-4-yl]pyrrolidin-2-one), N1N=C(C=2C1=NC=CC2)C#N (1H-pyrazolo[3,4-b]pyridine-3-carbonitrile), C(=O)([O-])[O-].[K+].[K+] (K2CO3). Reactants: CN(C)C=O, Cc1ncccc1CCl, [H-], [Na+], O, CCOC(=O)CCc1cn(Cc2ccc3cc(O)ccc3c2)cc1-c1ccccc1. Yields the product CCOC(=O)CCc1cn(Cc2ccc3cc(OCc4cccnc4C)ccc3c2)cc1-c1ccccc1. Reaction SMILES: [CH3:43][N:44]([CH3:45])[CH:46]=[O:47].[Cl:33][CH2:34][c:35]1[c:36]([CH3:41])[n:37][cH:38][cH:39][cH:40]1.[H-:1].[Na+:2].[OH2:42].[OH:3][c:4]1[cH:5][c:6]2[cH:7][cH:8][c:9]([CH2:14][n:15]3[cH:16][c:17]([CH2:26][CH2:27][C:28](=[O:29])[O:30][CH2:31][CH3:32])[c:18](-[c:20]4[cH:21][cH:22][cH:23][cH:24][cH:25]4)[cH:19]3)[cH:10][c:11]2[cH:12][cH:13]1>>[O:3]([c:4]1[cH:5][c:6]2[cH:7][cH:8][c:9]([CH2:14][n:15]3[cH:16][c:17]([CH2:26][CH2:27][C:28](=[O:29])[O:30][CH2:31][CH3:32])[c:18](-[c:20]4[cH:21][cH:22][cH:23][cH:24][cH:25]4)[cH:19]3)[cH:10][c:11]2[cH:12][cH:13]1)[CH2:34][c:35]1[c:36]([CH3:41])[n:37][cH:38][cH:39][cH:40]1. The reactants are tri(tert-butyl phosphine), [Si](C)(C)(C)C#C (TMS acetylene), BrC=1C=C(C=CC1F)[N+](=O)[O-] (3-bromo-4-fluoronitrobenzene), C(C)(C)NC(C)C (di-isopropylamine), CCCC[N+](CCCC)(CCCC)CCCC.[F-].C1CCOC1 (TBAF THF). Reagents/catalysts: C1=CC=C(C=C1)C#N.C1=CC=C(C=C1)C#N.Cl[Pd]Cl (bis(benzonitril)dichloropalladium(II)), [Cu]I (copper (I) iodide). Run in C1CCOC1 (THF). Run at time 5 hour. The product is C(#C)C1=C(C=CC(=C1)[N+](=O)[O-])F (2-ethynyl-1-fluoro-4-nitro-benzene). As a reaction SMILES: [Si]([C:5]#[CH:6])(C)(C)C.Br[C:8]1[CH:9]=[C:10]([N+:15]([O-:17])=[O:16])[CH:11]=[CH:12][C:13]=1[F:14].C(NC(C)C)(C)C.CCCC[N+](CCCC)(CCCC)CCCC.[F-].C1COCC1>C1COCC1.C1C=CC(C#N)=CC=1.C1C=CC(C#N)=CC=1.Cl[Pd]Cl.[Cu]I>[C:5]([C:8]1[CH:9]=[C:10]([N+:15]([O-:17])=[O:16])[CH:11]=[CH:12][C:13]=1[F:14])#[CH:6] |f:3.4.5,7.8.9|. Reported procedure: A mixture of bis(benzonitril)dichloropalladium(II) (53 mg, 0.14 mmol) and copper (I) iodide (26 mg, 0.14 mmol) in 6 mL dry THF was purged with argon for 3 minutes, then was added tri(tert-butyl phosphine) (69 ul, 0.28 mmol), TMS acetylene (0.77 ml, 5.5 mmol), 3-bromo-4-fluoronitrobenzene 505 mg, 2.295 mmol), and di-isopropylamine (0.77 ml, 5.5 mmol). The mixture was stirred at room temperature for 5 hours under argon. To the reaction mixture was added 7 mL 1 M TBAF/THF and the mixture was stirre... The reactants are Cl.CN(C)CC1C(C2=C(N(C3=CC=CC=C23)C)SC1)=O (3-[(dimethylamino)methyl]-4-oxo-9-methyl-2,3,4,9-tetrahydrothiopyrano[2,3-b]indole hydrochloride), N1CCCC1 (pyrrolidine). Solvent: O (water). Product: N1(CCCC1)CC1C(C2=C(N(C3=CC=CC=C23)C)SC1)=O (3-(1-Pyrrolidinylmethyl)4-Oxo-9-Methyl-2,3,4,9-Tetrahydrothiopyrano[2,3-b]Indole). RXN SMILES: Cl.[CH3:2][N:3]([CH2:5][CH:6]1[CH2:19][S:18][C:9]2[N:10]([CH3:17])[C:11]3[C:16]([C:8]=2[C:7]1=[O:20])=[CH:15][CH:14]=[CH:13][CH:12]=3)[CH3:4].N1CC[CH2:23][CH2:22]1>O>[N:3]1([CH2:5][CH:6]2[CH2:19][S:18][C:9]3[N:10]([CH3:17])[C:11]4[C:16]([C:8]=3[C:7]2=[O:20])=[CH:15][CH:14]=[CH:13][CH:12]=4)[CH2:2][CH2:23][CH2:22][CH2:4]1 |f:0.1|. Procedure: A mixture of 2.50 g (0.008 mol) of 3-[(dimethylamino)methyl]-4-oxo-9-methyl-2,3,4,9-tetrahydrothiopyrano[2,3-b]indole hydrochloride obtained in Example 1, stage E and 1.78 g (0.025 mol) of pyrrolidine in 40 ml of water is heated to reflux for 10 hours. After the mixture is cooled, the precipitate formed is drained, washed with water, dried and dissolved in 40 ml of tetrahydrofuran and the solution is treated with an ethereal solution of hydrochloric acid. The precipitate formed is drained, washe... Reactants: C(C)OC(C(C)N(CCCC1(OCCO1)C)C(=O)OC(C)(C)C)=O ({Tert-butoxycarbonyl-[3-(2-methyl-[1,3]dioxolan-2-yl)-propyl]-amino}-propionic acid ethyl ester), C1(=CC=C(C=C1)S(=O)(=O)O)C (p-toluenesulfonic acid). Solvent: CC(=O)C (acetone). The product is C(C)OC(C(C)N(CCCC(C)=O)C(=O)OC(C)(C)C)=O ([Tert-butoxycarbonyl-(4-oxo-pentyl)-amino]-propionic acid ethyl ester). As a reaction SMILES: [CH2:1]([O:3][C:4](=[O:24])[CH:5]([N:7]([C:17]([O:19][C:20]([CH3:23])([CH3:22])[CH3:21])=[O:18])[CH2:8][CH2:9][CH2:10][C:11]1([CH3:16])OCC[O:12]1)[CH3:6])[CH3:2].C1(C)C=CC(S(O)(=O)=O)=CC=1>CC(C)=O>[CH2:1]([O:3][C:4](=[O:24])[CH:5]([N:7]([C:17]([O:19][C:20]([CH3:21])([CH3:23])[CH3:22])=[O:18])[CH2:8][CH2:9][CH2:10][C:11](=[O:12])[CH3:16])[CH3:6])[CH3:2]. Procedure: To a solution of 4-5 (13.9 g, 0.040 mol) in 100 mL acetone was added p-toluenesulfonic acid (0.05 g). The mixture was heated at reflux for 2 h. After cooling, the mixture was evaporated to one-fifth its initial volume, diluted with EtOAc and then washed with sat. NaHCO3, brine, and dried over Na2SO4. Evaporative removal of the solvent gave 4-6 as a yellow oil.